This data is from the Open Reaction Database (ORD), a public repository of structured organic reaction records. The task is: describe an organic reaction: reactants, conditions, products, and yield Reactants: O=S1C(Br)=C(Br)c2ccc(OCc3ccccc3)cc21, C1CCOC1, CC(C)(C)[O-], [K+], Oc1ccc(OCCN2CCCCC2)cc1. Product: O=S1C(Br)=C(Oc2ccc(OCCN3CCCCC3)cc2)c2ccc(OCc3ccccc3)cc21. Reaction SMILES: [CH2:1]([c:2]1[cH:3][cH:4][cH:5][cH:6][cH:7]1)[O:8][c:9]1[cH:10][cH:11][c:12]2[c:13]([cH:20]1)[S:14](=[O:19])[C:15]([Br:18])=[C:16]2[Br:17].[CH2:43]1[O:44][CH2:45][CH2:46][CH2:47]1.[CH3:37][C:38]([CH3:39])([O-:40])[CH3:41].[K+:42].[N:21]1([CH2:27][CH2:28][O:29][c:30]2[cH:31][cH:32][c:33]([OH:36])[cH:34][cH:35]2)[CH2:22][CH2:23][CH2:24][CH2:25][CH2:26]1>>[CH2:1]([c:2]1[cH:3][cH:4][cH:5][cH:6][cH:7]1)[O:8][c:9]1[cH:10][cH:11][c:12]2[c:13]([cH:20]1)[S:14](=[O:19])[C:15]([Br:18])=[C:16]2[O:36][c:33]1[cH:32][cH:31][c:30]([O:29][CH2:28][CH2:27][N:21]2[CH2:22][CH2:23][CH2:24][CH2:25][CH2:26]2)[cH:35][cH:34]1.